This data is from the Open Reaction Database (ORD), a public repository of structured organic reaction records. The task is: describe an organic reaction: reactants, conditions, products, and yield The reactants are CC(=O)O, Cn1nc2cccc(OCC3CC3)c2c1S(N)(=O)=O, Cl. Yields the product Cn1nc2cccc(O)c2c1S(N)(=O)=O. As a reaction SMILES: [CH3:21][C:22](=[O:23])[OH:24].[CH:1]1([CH2:2][O:5][c:6]2[c:7]3[c:8]([S:16](=[O:17])(=[O:18])[NH2:19])[n:9]([CH3:15])[n:10][c:11]3[cH:12][cH:13][cH:14]2)[CH2:3][CH2:4]1.[ClH:20]>>[OH:5][c:6]1[c:7]2[c:8]([S:16](=[O:17])(=[O:18])[NH2:19])[n:9]([CH3:15])[n:10][c:11]2[cH:12][cH:13][cH:14]1. Reactants: BrC=1SC2=C(N1)C(=CC(=C2)C)Br (2,4-dibromo-6-methylbenzothiazole), S.[Na] (sodium hydrogensulfide). Run in CO (methanol). The product is BrC1=CC(=CC2=C1N=C(S2)S)C (4-bromo-2-mercapto-6-methylbenzothiazole). The yield is 84.0%. As a reaction SMILES: Br[C:2]1[S:3][C:4]2[CH:10]=[C:9]([CH3:11])[CH:8]=[C:7]([Br:12])[C:5]=2[N:6]=1.[SH2:13].[Na]>CO>[Br:12][C:7]1[C:5]2[N:6]=[C:2]([SH:13])[S:3][C:4]=2[CH:10]=[C:9]([CH3:11])[CH:8]=1 |f:1.2,^1:13|. Procedure: 3.1 g of 2,4-dibromo-6-methylbenzothiazole, 1.0 g of sodium hydrogensulfide and 30 ml of methanol were mixed and the obtained mixture was refluxed for one hour, cooled to room temperature and then distilled under reduced pressure to remove methanol. The residue was extracted with dichloromethane by adding water and dichloromethane. The dichloromethane layer was dried with anhydrous sodium sulfate and evaporated to obtain the title compound in a solid state (Yield: 84%). The product is ClC=1C=C(C=CC1Cl)C1=C(C(=CS1)C(C)=NNC(=O)C1=CC=C(S1)C(=O)OC)O (methyl 5-[(2-{1-[5-(3,4-dichlorophenyl)-4-hydroxy-3-thienyl]ethylidene}hydrazino)carbonyl]-2-thiophenecarboxylate). Reactants: ClC=1C=C(C=CC1Cl)C=1SC=C(C1O)C(=O)C (2-(3,4-dichlorophenyl)-3-hydroxy-4-methylcarbonylthiophene), N(N)C(=O)C1=CC=C(S1)C(=O)OC (methyl 5-hydrazinocarbonyl-2-thiophenecarboxylate), O.S(=O)(=O)(O)C1=CC=C(C)C=C1 (tosylic acid monohydrate). Reported procedure: From 2-(3,4-dichlorophenyl)-3-hydroxy-4-methylcarbonylthiophene (57.4 mg, 0.2 mmol), methyl 5-hydrazinocarbonyl-2-thiophenecarboxylate (40.0 mg, 0.2 mmol) and tosylic acid monohydrate (11.4 mg, 0.06 mmol), 81.2 mg of the desired product was obtained in the same manner as in Synthetic Example 65 as a pale yellow solid (yield 87%). Reaction SMILES: [Cl:1][C:2]1[CH:3]=[C:4]([C:9]2[S:10][CH:11]=[C:12]([C:15]([CH3:17])=O)[C:13]=2[OH:14])[CH:5]=[CH:6][C:7]=1[Cl:8].[NH:18]([C:20]([C:22]1[S:26][C:25]([C:27]([O:29][CH3:30])=[O:28])=[CH:24][CH:23]=1)=[O:21])[NH2:19].O.S(C1C=CC(C)=CC=1)(O)(=O)=O>>[Cl:1][C:2]1[CH:3]=[C:4]([C:9]2[S:10][CH:11]=[C:12]([C:15](=[N:19][NH:18][C:20]([C:22]3[S:26][C:25]([C:27]([O:29][CH3:30])=[O:28])=[CH:24][CH:23]=3)=[O:21])[CH3:17])[C:13]=2[OH:14])[CH:5]=[CH:6][C:7]=1[Cl:8] |f:2.3|. Isolated yield 86.5%. Starting materials: CCP(=O)(OCOC(=S)C(C)(C)C)c1cc(Oc2ccc(C(F)(F)F)cc2Cl)ccc1[N+](=O)[O-], S=P12SP3(=S)SP(=S)(S1)SP(=S)(S2)S3. Yields the product CCP(=S)(OCOC(=S)C(C)(C)C)c1cc(Oc2ccc(C(F)(F)F)cc2Cl)ccc1[N+](=O)[O-]. As a reaction SMILES: [CH2:1]([CH3:2])[P:3]([O:4][CH2:5][O:6][C:7]([C:8]([CH3:9])([CH3:10])[CH3:11])=[S:12])(=[O:13])[c:14]1[c:15]([N+:32](=[O:33])[O-:34])[cH:16][cH:17][c:18]([O:20][c:21]2[c:22]([Cl:31])[cH:23][c:24]([C:27]([F:28])([F:29])[F:30])[cH:25][cH:26]2)[cH:19]1.[P:35]12(=[S:36])[S:37][P:38]3(=[S:48])[S:39][P:40](=[S:46])([S:41][P:42](=[S:45])([S:43]3)[S:44]1)[S:47]2>>[CH2:1]([CH3:2])[P:3]([O:4][CH2:5][O:6][C:7]([C:8]([CH3:9])([CH3:10])[CH3:11])=[S:12])([c:14]1[c:15]([N+:32](=[O:33])[O-:34])[cH:16][cH:17][c:18]([O:20][c:21]2[c:22]([Cl:31])[cH:23][c:24]([C:27]([F:28])([F:29])[F:30])[cH:25][cH:26]2)[cH:19]1)=[S:36]. Starting materials: CC(CC(=O)OCC)(CC=O)C (ethyl 3,3-dimethyl-5-oxopentanoate), P(=O)(Cl)(Cl)Cl (phosphoryl chloride). Run in S1(=O)(=O)CCCC1 (sulfolane), S1(=O)(=O)CCCC1 (sulfolane). Reaction conditions: temperature 200 celsius, time 1 hour. The product is CC1(CC(OC=C1)=O)C (3,4-dihydro-4,4-dimethyl-2H-pyran-2-one). Yield: 77.0%. RXN SMILES: [CH3:1][C:2]([CH3:12])([CH2:9][CH:10]=O)[CH2:3][C:4]([O:6]CC)=[O:5].P(Cl)(Cl)(Cl)=O>S1(CCCC1)(=O)=O>[CH3:12][C:2]1([CH3:1])[CH:9]=[CH:10][O:6][C:4](=[O:5])[CH2:3]1. Procedure details: A solution of 16.98 g (0.10 mole at 93% purity) of ethyl 3,3-dimethyl-5-oxopentanoate and 9.44 g (0.062 mole) of phosphoryl chloride in 10 g of sulfolane was added to 250 g of sulfolane and the whole heated to 200° C. in an oil bath during 50 minutes. The reaction mixture was stirred at 200° C. for 1 hour, then subjected to distillation to give 9.71 g of 3,4-dihydro-4,4-dimethyl-2H-pyran-2-one in 2 fractions: fraction 1, 7.49 g, bp 55° C./400 Pa (3 mm Hg), 95.9% purity (glpc); fraction 2, 2.22 g... Reactants: C(C)C=1N(C2=C(C(=NC(=C2C)C)N(CC2=CC=C(C=C2)OC)CC2=CC=C(C=C2)OC)N1)CC1=CC(=NO1)C1=CC=C(C=C1)F (2-ethyl-1-{[3-(4-fluorophenyl)isoxazol-5-yl]methyl}-N,N-bis(4-methoxybenzyl)-6,7-dimethyl-1H-imidazo[4,5-c]pyridin-4-amine). The solvent is FC(C(=O)O)(F)F (trifluoroacetic acid). Conditions: temperature 0 celsius, time 30 minute. The product is C(C)C=1N(C2=C(C(=NC(=C2C)C)N)N1)CC1=CC(=NO1)C1=CC=C(C=C1)F (2-ethyl-1-{[3-(4-fluorophenyl)isoxazol-5-yl]methyl}-6,7-dimethyl-1H-imidazo[4,5-c]pyridin-4-amine). Yield: 42.7%. RXN SMILES: [CH2:1]([C:3]1[N:4]([CH2:33][C:34]2[O:38][N:37]=[C:36]([C:39]3[CH:44]=[CH:43][C:42]([F:45])=[CH:41][CH:40]=3)[CH:35]=2)[C:5]2[C:10]([CH3:11])=[C:9]([CH3:12])[N:8]=[C:7]([N:13](CC3C=CC(OC)=CC=3)CC3C=CC(OC)=CC=3)[C:6]=2[N:32]=1)[CH3:2]>FC(F)(F)C(O)=O>[CH2:1]([C:3]1[N:4]([CH2:33][C:34]2[O:38][N:37]=[C:36]([C:39]3[CH:40]=[CH:41][C:42]([F:45])=[CH:43][CH:44]=3)[CH:35]=2)[C:5]2[C:10]([CH3:11])=[C:9]([CH3:12])[N:8]=[C:7]([NH2:13])[C:6]=2[N:32]=1)[CH3:2]. Procedure details: Under a nitrogen atmosphere, a solution of 2-ethyl-1-{[3-(4-fluorophenyl)isoxazol-5-yl]methyl}-N,N-bis(4-methoxybenzyl)-6,7-dimethyl-1H-imidazo[4,5-c]pyridin-4-amine (2.52 g, 4.16 mmol) in trifluoroacetic acid (25 g) was stirred at room temperature for 20 hours. The trifluoroacetic acid was removed under reduced pressure, and the resulting red oil was stirred with aqueous hydrochloric acid (25 mL of 6 N) and ethanol (10 mL) for 30 minutes. The resulting mixture filtered to remove a solid impurit... Reactants: O=C1CN(CCN1)CC1=CC=C(C(=O)O)C=C1 (4-[(3-oxo-1-piperazinyl)methyl]benzoic acid), CN1C(CNCC1)=O (1-methylpiperazin-2-one). Product: CN1C(CN(CC1)CC1=CC=C(C(=O)O)C=C1)=O (4-[(4-Methyl-3-oxo-1-piperazinyl)methyl]benzoic acid). As a reaction SMILES: [O:1]=[C:2]1[NH:7][CH2:6][CH2:5][N:4]([CH2:8][C:9]2[CH:17]=[CH:16][C:12]([C:13]([OH:15])=[O:14])=[CH:11][CH:10]=2)[CH2:3]1.[CH3:18]N1CCNCC1=O>>[CH3:18][N:7]1[CH2:6][CH2:5][N:4]([CH2:8][C:9]2[CH:17]=[CH:16][C:12]([C:13]([OH:15])=[O:14])=[CH:11][CH:10]=2)[CH2:3][C:2]1=[O:1]. Procedure: Utilising the procedure described for 4-[(3-oxo-1-piperazinyl)methyl]benzoic acid, but employing 1-methylpiperazin-2-one in place of piperazin-2-one afforded the title compound as cream crystalline solid. Starting materials: ClCCCC(=O)C1=CC=C(C=C1)F (gamma-chloro-p-fluorobutyrophenone), CC1(CCNCC1)OC (4-methyl-4-methoxy-piperidine), [I-].[K+] (potassium iodide). Run in C1(=CC=CC=C1)C (toluene). The product is Cl.CC1(CCNCC1)OC (4-methyl-4-methoxy-piperidine hydrochloride). Reaction SMILES: [Cl:1]CCCC(C1C=CC(F)=CC=1)=O.[CH3:14][C:15]1([O:21][CH3:22])[CH2:20][CH2:19][NH:18][CH2:17][CH2:16]1.[I-].[K+]>C1(C)C=CC=CC=1>[ClH:1].[CH3:14][C:15]1([O:21][CH3:22])[CH2:20][CH2:19][NH:18][CH2:17][CH2:16]1 |f:2.3,5.6|. Procedure details: A solution of 20.1 g (0.1 m) of gamma-chloro-p-fluorobutyrophenone, 30 g (0.2 m) of 4-methyl-4-methoxy-piperidine and 0.1 g. of potassium iodide in 150 ml of toluene is heated in a glass autoclave for 15 hours at 100°-110° C. The KI and the 4-methyl-4-methoxy-piperidine hydrochloride formed in the reaction are separated by filtration and the solvent removed from the filtrate by evaporation under a vacuum on a steam bath. The obtained base is dissolved in ether and the hydrochloride is precipitat... Starting materials: BrCCOC1=C(C=C(C=C1)Cl)Cl (1-(2-bromoethoxy)-2,4-dichlorobenzene), OC=1C=C(C=CC1OC)CC(C(=O)OCC)C (ethyl 3-(3-hydroxy-4-methoxyphenyl)-2-methylpropanoate). Product: ClC1=C(OCCOC=2C=C(C=CC2)CC(C(=O)O)C)C=CC(=C1)Cl (3-{3-[2-(2,4-Dichlorophenoxy)ethoxy]phenyl}-2-methylpropanoic acid). As a reaction SMILES: Br[CH2:2][CH2:3][O:4][C:5]1[CH:10]=[CH:9][C:8]([Cl:11])=[CH:7][C:6]=1[Cl:12].[OH:13][C:14]1[CH:15]=[C:16]([CH2:22][CH:23]([CH3:29])[C:24]([O:26]CC)=[O:25])[CH:17]=[CH:18][C:19]=1OC>>[Cl:12][C:6]1[CH:7]=[C:8]([Cl:11])[CH:9]=[CH:10][C:5]=1[O:4][CH2:3][CH2:2][O:13][C:14]1[CH:15]=[C:16]([CH2:22][CH:23]([CH3:29])[C:24]([OH:26])=[O:25])[CH:17]=[CH:18][CH:19]=1. Procedure details: Using 1-(2-bromoethoxy)-2,4-dichlorobenzene and ethyl 3-(3-hydroxy-4-methoxyphenyl)-2-methylpropanoate, the title compound was obtained in the same manner as described in Example 33c).